Dataset: the Open Reaction Database (ORD), a public repository of structured organic reaction records. Task: describe an organic reaction: reactants, conditions, products, and yield Yields the product Nc1ccc2c(c1)CNCCS2. Reaction SMILES: [CH3:18][CH2:19][OH:20].[N+:1]([O-:2])(=[O:3])[c:4]1[cH:5][cH:6][c:7]2[c:8]([cH:14]1)[CH2:9][NH:10][CH2:11][CH2:12][S:13]2.[NH2:16][NH2:17].[OH2:15]>>[NH2:1][c:4]1[cH:5][cH:6][c:7]2[c:8]([cH:14]1)[CH2:9][NH:10][CH2:11][CH2:12][S:13]2. The reactants are CCO, O=[N+]([O-])c1ccc2c(c1)CNCCS2, NN, O. The reactants are CN(/C=C/C(=O)C1=NN(C=CC1=O)C1=CC=C(C=C1)C(F)(F)F)C (3-((E)-3-Dimethylamino-acryloyl)-1-(4-trifluoromethyl-phenyl)-1H-pyridazin-4-one), C1(=C(C=CC=C1)NN)C (o-tolylhydrazine). The product is C1(=C(C=CC=C1)N1N=CC=C1C1=NN(C=CC1=O)C1=CC=C(C=C1)C(F)(F)F)C (3-(2-o-Tolyl-2H-pyrazol-3-yl)-1-(4-trifluoromethyl-phenyl)-1H-pyridazin-4-one). Reaction SMILES: CN(C)/[CH:3]=[CH:4]/[C:5]([C:7]1[C:12](=[O:13])[CH:11]=[CH:10][N:9]([C:14]2[CH:19]=[CH:18][C:17]([C:20]([F:23])([F:22])[F:21])=[CH:16][CH:15]=2)[N:8]=1)=O.[C:25]1([CH3:33])[CH:30]=[CH:29][CH:28]=[CH:27][C:26]=1[NH:31][NH2:32]>>[C:25]1([CH3:33])[CH:30]=[CH:29][CH:28]=[CH:27][C:26]=1[N:31]1[C:5]([C:7]2[C:12](=[O:13])[CH:11]=[CH:10][N:9]([C:14]3[CH:19]=[CH:18][C:17]([C:20]([F:22])([F:21])[F:23])=[CH:16][CH:15]=3)[N:8]=2)=[CH:4][CH:3]=[N:32]1. Procedure details: The product was obtained starting from 3-((E)-3-Dimethylamino-acryloyl)-1-(4-trifluoromethyl-phenyl)-1H-pyridazin-4-one (A-22) and o-tolylhydrazine according to the method described for example 1. MS: M=397.1 (M+H)+